Dataset: the Open Reaction Database (ORD), a public repository of structured organic reaction records. Task: describe an organic reaction: reactants, conditions, products, and yield The reactants are C([O-])([O-])=O.[K+].[K+] (potassium carbonate), C(CCC)C=1OC2=C(C1C(C1=CC=C(C=C1)CCCBr)=O)C=CC=C2C(=O)OC(C)C (isopropyl 2-butyl-3-[4-(3-bromopropyl)benzoyl]-1-benzofuran-7-carboxylate), [I-].[Na+] (sodium iodide), C(CCC)NCCCC (dibutylamine). The solvent is C(C)#N (acetonitrile). Yields the product C(C(=O)O)(=O)O.C(CCC)C=1OC2=C(C1C(C1=CC=C(C=C1)CCCN(CCCC)CCCC)=O)C=CC=C2C(=O)OC(C)C (Isopropyl 2-butyl-3-[4-[3-(dibutylamino)propyl]benzoyl]-1-benzofuran-7-carboxylate oxalate). The yield is 98.2%. RXN SMILES: [CH2:1]([C:5]1[O:6][C:7]2[C:25]([C:26]([O:28][CH:29]([CH3:31])[CH3:30])=[O:27])=[CH:24][CH:23]=[CH:22][C:8]=2[C:9]=1[C:10](=[O:21])[C:11]1[CH:16]=[CH:15][C:14]([CH2:17][CH2:18][CH2:19]Br)=[CH:13][CH:12]=1)[CH2:2][CH2:3][CH3:4].[CH2:32]([NH:36][CH2:37][CH2:38][CH2:39][CH3:40])[CH2:33][CH2:34][CH3:35].[I-].[Na+].[C:43](=[O:46])([O-:45])[O-].[K+].[K+]>C(#N)C>[C:26]([OH:28])(=[O:27])[C:43]([OH:45])=[O:46].[CH2:1]([C:5]1[O:6][C:7]2[C:25]([C:26]([O:28][CH:29]([CH3:31])[CH3:30])=[O:27])=[CH:24][CH:23]=[CH:22][C:8]=2[C:9]=1[C:10](=[O:21])[C:11]1[CH:16]=[CH:15][C:14]([CH2:17][CH2:18][CH2:19][N:36]([CH2:37][CH2:38][CH2:39][CH3:40])[CH2:32][CH2:33][CH2:34][CH3:35])=[CH:13][CH:12]=1)[CH2:2][CH2:3][CH3:4] |f:2.3,4.5.6,8.9|. Procedure: 4.5 g (0.0095 mol) of isopropyl 2-butyl-3-[4-(3-bromopropyl)benzoyl]-1-benzofuran-7-carboxylate are dissolved in 80 ml of acetonitrile. 3.68 g (0.0285 mol) of dibutylamine are then added, followed by 1.42 g (0.0095 mol) of sodium iodide and 3.94 g (0.0285 mol) of potassium carbonate. The mixture is brought to reflux for 15 hours and is then evaporated. Extraction is carried out with diethyl ether and the extract is washed with water and a sodium chloride solution. Purification is subsequently ca... Reactants: ClC1=CC(=NC2=CC=CC=C12)C1=CC=CC=C1 (4-chloro-2-phenyl-quinolin), NCC(CO)O ((RS)-3-amino-1,2-propandiol). Yields the product Cl.C1(=CC=CC=C1)C1=NC2=CC=CC=C2C(=C1)NCC(CO)O ((RS)-3-(2-Phenyl-quinolin-4-ylamino)-propane-1,2-diol hydrochloride). As a reaction SMILES: [Cl:1][C:2]1[C:11]2[C:6](=[CH:7][CH:8]=[CH:9][CH:10]=2)[N:5]=[C:4]([C:12]2[CH:17]=[CH:16][CH:15]=[CH:14][CH:13]=2)[CH:3]=1.[NH2:18][CH2:19][CH:20]([OH:23])[CH2:21][OH:22]>>[ClH:1].[C:12]1([C:4]2[CH:3]=[C:2]([NH:18][CH2:19][CH:20]([OH:23])[CH2:21][OH:22])[C:11]3[C:6](=[CH:7][CH:8]=[CH:9][CH:10]=3)[N:5]=2)[CH:17]=[CH:16][CH:15]=[CH:14][CH:13]=1 |f:2.3|. Reported procedure: The title compound, m.p. 225-227° C., and MS: m/e=295.3 (M+H+), was prepared from 4-chloro-2-phenyl-quinolin and (RS)-3-amino-1,2-propandiol. Starting materials: O[C@H](C)[C@@H]1[C@@H]2N(C(=C([C@@H]2C)S\C=C/C2=C(N=CS2)CO)C(=O)[O-])C1=O.[Na+] (sodium (1R,5S,6S)-6-((1R)-1-hydroxyethyl)-2-[[(Z)-2-(4-hydroxymethylthiazol-5-yl)ethen-1-yl]thio]-1-methyl-1-carbapen-2-em-3-carboxylate), C1(CCCC1)OC(=O)OC(C)I (1-(cyclopentyloxycarbonyloxy)ethyl iodide). Yields the product O[C@H](C)[C@@H]1[C@@H]2N(C(=C([C@@H]2C)S\C=C/C2=C(N=CS2)CO)C(=O)OC(C)OC(=O)OC2CCCC2)C1=O (1-(Cyclopentyloxycarbonyloxy)ethyl (1R,5S,6S)-6-((1R)-1-hydroxyethyl)-2-[[(Z)-2-(4-hydroxymethylthiazol-5-yl)ethen-1-yl]thio]-1-methyl-1-carbapen-2-em-3-carboxylate). Isolated yield 86.7%. As a reaction SMILES: [OH:1][C@@H:2]([C@H:4]1[C:24](=[O:25])[N:6]2[C:7]([C:21]([O-:23])=[O:22])=[C:8]([S:11]/[CH:12]=[CH:13]\[C:14]3[S:18][CH:17]=[N:16][C:15]=3[CH2:19][OH:20])[C@H:9]([CH3:10])[C@H:5]12)[CH3:3].[Na+].[CH:27]1([O:32][C:33]([O:35][CH:36](I)[CH3:37])=[O:34])[CH2:31][CH2:30][CH2:29][CH2:28]1>>[OH:1][C@@H:2]([C@H:4]1[C:24](=[O:25])[N:6]2[C:7]([C:21]([O:23][CH:36]([O:35][C:33]([O:32][CH:27]3[CH2:31][CH2:30][CH2:29][CH2:28]3)=[O:34])[CH3:37])=[O:22])=[C:8]([S:11]/[CH:12]=[CH:13]\[C:14]3[S:18][CH:17]=[N:16][C:15]=3[CH2:19][OH:20])[C@H:9]([CH3:10])[C@H:5]12)[CH3:3] |f:0.1|. Reported procedure: In the same manner as in Example 81, 187 mg of the title compound was prepared from 162 mg of sodium (1R,5S,6S)-6-((1R)-1-hydroxyethyl)-2-[[(Z)-2-(4-hydroxymethylthiazol-5-yl)ethen-1-yl]thio]-1-methyl-1-carbapen-2-em-3-carboxylate and 148 mg of 1-(cyclopentyloxycarbonyloxy)ethyl iodide. Reactants: CO, Cl, CC(C)(C)OC(=O)N1Cc2ccc(C(=O)N3CCC4(CC3)CCN(c3ccncc3)CC4)cc2C1. Yields the product O=C(c1ccc2c(c1)CNC2)N1CCC2(CC1)CCN(c1ccncc1)CC2. Reaction SMILES: [CH3:37][OH:38].[ClH:1].[n:2]1[cH:3][cH:4][c:5]([N:8]2[CH2:9][CH2:10][C:11]3([CH2:12][CH2:13][N:14]([C:17](=[O:18])[c:19]4[cH:20][c:21]5[c:25]([cH:26][cH:27]4)[CH2:24][N:23]([C:28]([O:29][C:30]([CH3:31])([CH3:32])[CH3:33])=[O:34])[CH2:22]5)[CH2:15][CH2:16]3)[CH2:35][CH2:36]2)[cH:6][cH:7]1>>[n:2]1[cH:3][cH:4][c:5]([N:8]2[CH2:9][CH2:10][C:11]3([CH2:12][CH2:13][N:14]([C:17](=[O:18])[c:19]4[cH:20][c:21]5[c:25]([cH:26][cH:27]4)[CH2:24][NH:23][CH2:22]5)[CH2:15][CH2:16]3)[CH2:35][CH2:36]2)[cH:6][cH:7]1. Starting materials: CC(C)(C)OC(=O)Nc1cccnc1, CCOC(=O)C(=O)OCC, C1CCOC1, CN(C)CCN(C)C, Cl. The product is CCOC(=O)C(=O)c1ccncc1NC(=O)OC(C)(C)C. Reaction SMILES: [C:1]([CH3:2])([CH3:3])([CH3:4])[O:5][C:6]([NH:7][c:8]1[cH:9][n:10][cH:11][cH:12][cH:13]1)=[O:14].[C:23]([C:24](=[O:25])[O:26][CH2:27][CH3:28])(=[O:29])[O:30][CH2:31][CH3:32].[CH2:34]1[O:35][CH2:36][CH2:37][CH2:38]1.[CH3:15][N:16]([CH3:17])[CH2:18][CH2:19][N:20]([CH3:21])[CH3:22].[ClH:33]>>[C:1]([CH3:2])([CH3:3])([CH3:4])[O:5][C:6]([NH:7][c:8]1[cH:9][n:10][cH:11][cH:12][c:13]1[C:23]([C:24](=[O:25])[O:26][CH2:27][CH3:28])=[O:29])=[O:14]. The reactants are FC(C(=O)O)(F)F (trifluoroacetic acid), C(C1=CC=CC=C1)(C1=CC=CC=C1)(C1=CC=CC=C1)N1C=NC(=C1)CCCN (3-(1-trityl-1H-imidazol-4-yl) propylamine). Solvent: CCOC(=O)C (EtOAc), O (water), C(Cl)Cl (DCM). Reaction conditions: time 2 hour. Product: FC(C(=O)O)(F)F.FC(C(=O)O)(F)F.N1C=NC(=C1)CCCN (3-(1H-Imidazol-4-yl)propylamine bis(trifluoroacetate)). As a reaction SMILES: [F:1][C:2]([F:7])([F:6])[C:3]([OH:5])=[O:4].C([N:27]1[CH:31]=[C:30]([CH2:32][CH2:33][CH2:34][NH2:35])[N:29]=[CH:28]1)(C1C=CC=CC=1)(C1C=CC=CC=1)C1C=CC=CC=1>C(Cl)Cl.CCOC(C)=O.O>[F:1][C:2]([F:7])([F:6])[C:3]([OH:5])=[O:4].[F:1][C:2]([F:7])([F:6])[C:3]([OH:5])=[O:4].[NH:27]1[CH:31]=[C:30]([CH2:32][CH2:33][CH2:34][NH2:35])[N:29]=[CH:28]1 |f:5.6.7|. Procedure: 2 ml of trifluoroacetic acid are added to 195 mg (0.53 mmol) of 3-(1-trityl-1H-imidazol-4-yl) propylamine dissolved in 8 ml of DCM and then immersed in an ice bath. After warming to room temperature, the reaction medium is stirred for 2 hours and the solvents are then evaporated off. The solid obtained is taken up in EtOAc and water. The aqueous phase is then concentrated and 110 mg of a white powder are obtained and used in the next step without further purification.